This data is from the Open Reaction Database (ORD), a public repository of structured organic reaction records. The task is: describe an organic reaction: reactants, conditions, products, and yield The product is CCc1cn(C2OC(CNC(=O)C(C)Oc3cc(OC)c(Cl)cc3Cl)C(OC(=O)C(NC(=O)OC(C)(C)C)C(C)C)C2F)c(=O)[nH]c1=O. Reactants: CC(C)C(NC(=O)OC(C)(C)C)C(=O)O, CCc1cn(C2OC(CNC(=O)C(C)Oc3cc(OC)c(Cl)cc3Cl)C(O)C2F)c(=O)[nH]c1=O. Reaction SMILES: [C:35](=[O:36])([O:37][C:38]([CH3:39])([CH3:40])[CH3:41])[NH:42][CH:43]([CH:44]([CH3:45])[CH3:46])[C:47](=[O:48])[OH:49].[Cl:1][c:2]1[c:3]([O:4][CH:5]([C:6](=[O:7])[NH:8][CH2:9][CH:10]2[CH:11]([OH:26])[CH:12]([F:25])[CH:13]([n:15]3[c:16](=[O:17])[nH:18][c:19](=[O:20])[c:21]([CH2:23][CH3:24])[cH:22]3)[O:14]2)[CH3:27])[cH:28][c:29]([O:33][CH3:34])[c:30]([Cl:32])[cH:31]1>>[Cl:1][c:2]1[c:3]([O:4][CH:5]([C:6](=[O:7])[NH:8][CH2:9][CH:10]2[CH:11]([O:26][C:47]([CH:43]([NH:42][C:35](=[O:36])[O:37][C:38]([CH3:39])([CH3:40])[CH3:41])[CH:44]([CH3:45])[CH3:46])=[O:48])[CH:12]([F:25])[CH:13]([n:15]3[c:16](=[O:17])[nH:18][c:19](=[O:20])[c:21]([CH2:23][CH3:24])[cH:22]3)[O:14]2)[CH3:27])[cH:28][c:29]([O:33][CH3:34])[c:30]([Cl:32])[cH:31]1. Starting materials: NC1=C(C(=NN1C(CCC)CCCCCC)CC)C(=O)N (5-amino-3-ethyl-1-(4-decyl)-1H-pyrazole-4-carboxamide), ClC=1C=C(C=CC1Cl)CC(=O)OC (methyl 3,4-dichlorophenylacetate), [O-]CC.[Na+] (sodium ethoxide), C(O)([O-])=O.[Na+] (sodium hydrogen carbonate). Run in ClCCl (dichloromethane). The product is ClC=1C=C(CC=2NC(C3=C(N2)N(N=C3CC)C(CCC)CCCCCC)=O)C=CC1Cl (6-(3,4-Dichloro-benzyl)-1-(4-decyl)-3-ethyl-1,5-dihydro-pyrazolo[3,4-d]pyrimidin-4-one). Isolated yield 43.2%. RXN SMILES: [NH2:1][C:2]1[N:6]([CH:7]([CH2:11][CH2:12][CH2:13][CH2:14][CH2:15][CH3:16])[CH2:8][CH2:9][CH3:10])[N:5]=[C:4]([CH2:17][CH3:18])[C:3]=1[C:19]([NH2:21])=[O:20].[Cl:22][C:23]1[CH:24]=[C:25]([CH2:30][C:31](OC)=O)[CH:26]=[CH:27][C:28]=1[Cl:29].[O-]CC.[Na+].C(=O)([O-])O.[Na+]>ClCCl>[Cl:22][C:23]1[CH:24]=[C:25]([CH:26]=[CH:27][C:28]=1[Cl:29])[CH2:30][C:31]1[NH:21][C:19](=[O:20])[C:3]2[C:4]([CH2:17][CH3:18])=[N:5][N:6]([CH:7]([CH2:11][CH2:12][CH2:13][CH2:14][CH2:15][CH3:16])[CH2:8][CH2:9][CH3:10])[C:2]=2[N:1]=1 |f:2.3,4.5|. Reported procedure: 10 mg (0.02 mmol) of 5-amino-3-ethyl-1-(4-decyl)-1H-pyrazole-4-carboxamide and 20 mg (0.091 mmol) of methyl 3,4-dichlorophenylacetate are refluxed for 6 hours in 0.3 ml of a 0.5M ethanolic sodium ethoxide solution. After dichloromethane and saturated aqueous sodium hydrogen carbonate solution have been added, the phases are separated. Purification by chromatography gives 4 mg (45%) of a solid, Rf=0.67 (dichloromethane/methanol=15:1).